Dataset: the Open Reaction Database (ORD), a public repository of structured organic reaction records. Task: describe an organic reaction: reactants, conditions, products, and yield The reactants are BrC1=CC=C(C=C1)[C@H](C)NC(C)=O ((S)—N-[1-(4-bromo-phenyl)-ethyl]-acetamide), C(C)(C)(C)[Si](OC1CNC1)(C)C (3-(tert-butyl-dimethyl-silanyloxy)-azetidine), CC(C)(C)[O-].[Na+] (NaOtBu), C(C)(C)(C)P(C1=C(C=CC=C1)C1=CC=CC=C1)C(C)(C)C (2-(di-tert-butylphosphino)biphenyl), tris-(dibenzylideneacetone) dipalladium(0). The solvent is O1CCOCC1 (1,4-dioxane), CO (MeOH), O (water). Run at temperature 80 celsius, time 45 minute. The product is C(C)(C)(C)[Si](OC1CN(C1)C1=CC=C(C=C1)[C@H](C)NC(C)=O)(C)C ((S)—N-(1-{4-[3-(tert-Butyl-dimethyl-silanyloxy)-azetidin-1-yl]-phenyl}-ethyl)-acetamide). RXN SMILES: Br[C:2]1[CH:7]=[CH:6][C:5]([C@@H:8]([NH:10][C:11](=[O:13])[CH3:12])[CH3:9])=[CH:4][CH:3]=1.[C:14]([Si:18]([CH3:25])([CH3:24])[O:19][CH:20]1[CH2:23][NH:22][CH2:21]1)([CH3:17])([CH3:16])[CH3:15].CC([O-])(C)C.[Na+].C(P(C(C)(C)C)C1C=CC=CC=1C1C=CC=CC=1)(C)(C)C>O1CCOCC1.CO.O>[C:14]([Si:18]([CH3:25])([CH3:24])[O:19][CH:20]1[CH2:23][N:22]([C:2]2[CH:7]=[CH:6][C:5]([C@@H:8]([NH:10][C:11](=[O:13])[CH3:12])[CH3:9])=[CH:4][CH:3]=2)[CH2:21]1)([CH3:17])([CH3:16])[CH3:15] |f:2.3|. Reported procedure: A mixture of 3.0 g (12.4 mmol) (S)—N-[1-(4-bromo-phenyl)-ethyl]-acetamide (I.1), 2.3 g (12.4 mmol) 3-(tert-butyl-dimethyl-silanyloxy)-azetidine (US2008/214520A1), 4.9 g (97%, 49.6 mmol) NaOtBu, 1.48 g (4.96 mmol) 2-(di-tert-butylphosphino)biphenyl and 1.1 g (1.24 mmol) tris-(dibenzylideneacetone)-dipalladium(0) in 30 mL 1,4-dioxane is stirred for 45 min under microwave irradiation at 80° C. After cooling water and MeOH are added, the mixture is filtered, concentrated in vacuo and directly purifi... Starting materials: N[C@@H](CC(=O)O)C(=O)O (aspartic acid), [N+](=O)([O-])C=1C=C2C(C(=O)OC2=O)=CC1 (4-nitrophthalic anhydride), C(C)(=O)O (acetic acid). Yields the product [N+](=O)([O-])C1=C2CN(C(C2=CC=C1)=O)C(C(=O)O)CC(=O)O (2-(4-Nitro-1-oxoisoindolin-2-yl)succinic acid). RXN SMILES: [NH2:1][C@H:2]([C:7]([OH:9])=[O:8])[CH2:3][C:4]([OH:6])=[O:5].[N+:10]([C:13]1[CH:14]=[C:15]2[C:20](=[O:21])OC(=O)[C:16]2=[CH:22][CH:23]=1)([O-:12])=[O:11].[C:24](O)(=O)C>>[N+:10]([C:13]1[CH:23]=[CH:22][CH:16]=[C:15]2[C:14]=1[CH2:24][N:1]([CH:2]([CH2:3][C:4]([OH:6])=[O:5])[C:7]([OH:9])=[O:8])[C:20]2=[O:21])([O-:12])=[O:11]. Procedure details: A mixture of aspartic acid (10 mmol) and 4-nitrophthalic anhydride (10 mmol) in 20 mL of acetic acid is heated to reflux. The cooled reaction is then concentrated in vacuo. The residue is slurried in ethyl acetate and the resulting slurry filtered to afford the desired product. As an alternative to slurry filtering, simulated moving bed chromatography can be used to purify the desired product.